The task is: describe an organic reaction: reactants, conditions, products, and yield. This data is from the Open Reaction Database (ORD), a public repository of structured organic reaction records. Reactants: CC(C)(C)c1ccc(O)c(O)c1, [K+], CC(O)c1ccc(C(F)(F)F)cc1, O=S(=O)([O-])O. The product is C=Cc1ccc(C(F)(F)F)cc1. As a reaction SMILES: [C:20]([c:21]1[cH:22][c:23]([OH:24])[c:25]([OH:28])[cH:26][cH:27]1)([CH3:29])([CH3:30])[CH3:31].[K+:19].[OH:1][CH:2]([CH3:3])[c:4]1[cH:5][cH:6][c:7]([C:10]([F:11])([F:12])[F:13])[cH:8][cH:9]1.[S:14]([O-:15])([OH:16])(=[O:17])=[O:18]>>[CH:2](=[CH2:3])[c:4]1[cH:5][cH:6][c:7]([C:10]([F:11])([F:12])[F:13])[cH:8][cH:9]1. Starting materials: C([O-])([O-])=O.[Na+].[Na+] (sodium carbonate), FC1=C(C=C(C=C1)I)C(=O)C1=CC(=CC=C1)[N+](=O)[O-] ((2-fluoro-5-iodophenyl)(3-nitrophenyl)methanone), N1=CC=C(C=C1)B(O)O (4-pyridylboronic acid), C(OC)COC (dimethoxyethane). The reagents and catalysts are Cl[Pd]([P](C1=CC=CC=C1)(C2=CC=CC=C2)C3=CC=CC=C3)([P](C4=CC=CC=C4)(C5=CC=CC=C5)C6=CC=CC=C6)Cl (dichlorobis(triphenylphosphine)palladium(II)). Run in C(C)O (ethanol). Product: FC1=C(C=C(C=C1)C1=CC=NC=C1)C(=O)C1=CC(=CC=C1)[N+](=O)[O-] ([2-fluoro-5-(4-pyridinyl)phenyl](3-nitrophenyl)methanone). The yield is 56.5%. Reaction SMILES: [F:1][C:2]1[CH:7]=[CH:6][C:5](I)=[CH:4][C:3]=1[C:9]([C:11]1[CH:16]=[CH:15][CH:14]=[C:13]([N+:17]([O-:19])=[O:18])[CH:12]=1)=[O:10].[N:20]1[CH:25]=[CH:24][C:23](B(O)O)=[CH:22][CH:21]=1.C(COC)OC.C(=O)([O-])[O-].[Na+].[Na+]>Cl[Pd](Cl)([P](C1C=CC=CC=1)(C1C=CC=CC=1)C1C=CC=CC=1)[P](C1C=CC=CC=1)(C1C=CC=CC=1)C1C=CC=CC=1.C(O)C>[F:1][C:2]1[CH:7]=[CH:6][C:5]([C:23]2[CH:24]=[CH:25][N:20]=[CH:21][CH:22]=2)=[CH:4][C:3]=1[C:9]([C:11]1[CH:16]=[CH:15][CH:14]=[C:13]([N+:17]([O-:19])=[O:18])[CH:12]=1)=[O:10] |f:3.4.5,^1:43,62|. Reported procedure: A 20 mL microwave tube was charged with (2-fluoro-5-iodophenyl)(3-nitrophenyl)methanone (1.1 g), 4-pyridylboronic acid (730 mg), dichlorobis(triphenylphosphine)palladium(II) (420 mg), dimethoxyethane (8 mL), ethanol (4 mL) and a saturated solution of sodium carbonate (2 mL) then heated to 110° C. for 360 s using microwave irradiation. The reaction was concentrated to dryness and the residue was taken up in water then extracted with ethyl acetate. The organic extracts were combined and dried over... The reactants are Cc1cnc(CO)cc1Br, CC(C)(C)[Si](C)(C)Cl, CN(C)c1ccncc1, ClCCl, O, c1c[nH]cn1. Yields the product Cc1cnc(CO[Si](C)(C)C(C)(C)C)cc1Br. Reaction SMILES: [Br:17][c:18]1[cH:19][c:20]([CH2:25][OH:26])[n:21][cH:22][c:23]1[CH3:24].[C:6]([CH3:7])([CH3:8])([CH3:9])[Si:10]([CH3:11])([CH3:12])[Cl:13].[CH3:27][N:28]([CH3:29])[c:30]1[cH:31][cH:32][n:33][cH:34][cH:35]1.[Cl:14][CH2:15][Cl:16].[OH2:36].[nH:1]1[cH:2][cH:3][n:4][cH:5]1>>[C:6]([CH3:7])([CH3:8])([CH3:9])[Si:10]([CH3:11])([CH3:12])[O:26][CH2:25][c:20]1[cH:19][c:18]([Br:17])[c:23]([CH3:24])[cH:22][n:21]1.